Dataset: the Open Reaction Database (ORD), a public repository of structured organic reaction records. Task: describe an organic reaction: reactants, conditions, products, and yield Yields the product Nc1nc(C#CCCCc2ccccc2)cn2nc(-c3ccco3)nc12. Starting materials: Nc1nc(Br)cn2nc(-c3ccco3)nc12, C#CCCCc1ccccc1, CCOC(C)=O, [Cu]I, CN(C)C=O, c1ccc(P(c2ccccc2)c2ccccc2)cc1, c1ccc(P(c2ccccc2)(c2ccccc2)[Pd](P(c2ccccc2)(c2ccccc2)c2ccccc2)(P(c2ccccc2)(c2ccccc2)c2ccccc2)P(c2ccccc2)(c2ccccc2)c2ccccc2)cc1. RXN SMILES: [Br:1][c:2]1[n:3][c:4]([NH2:16])[c:5]2[n:6]([cH:7]1)[n:8][c:9](-[c:11]1[o:12][cH:13][cH:14][cH:15]1)[n:10]2.[CH2:17]([CH2:18][CH2:19][C:20]#[CH:21])[c:22]1[cH:23][cH:24][cH:25][cH:26][cH:27]1.[CH3:52][CH2:53][O:54][C:55]([CH3:56])=[O:57].[Cu:135][I:136].[O:47]=[CH:48][N:49]([CH3:50])[CH3:51].[c:28]1([P:29]([c:30]2[cH:31][cH:32][cH:33][cH:34][cH:35]2)[c:36]2[cH:37][cH:38][cH:39][cH:40][cH:41]2)[cH:42][cH:43][cH:44][cH:45][cH:46]1.[cH:58]1[cH:59][cH:60][c:61]([P:62]([Pd:63]([P:64]([c:65]2[cH:66][cH:67][cH:68][cH:69][cH:70]2)([c:71]2[cH:72][cH:73][cH:74][cH:75][cH:76]2)[c:77]2[cH:78][cH:79][cH:80][cH:81][cH:82]2)([P:83]([c:84]2[cH:85][cH:86][cH:87][cH:88][cH:89]2)([c:90]2[cH:91][cH:92][cH:93][cH:94][cH:95]2)[c:96]2[cH:97][cH:98][cH:99][cH:100][cH:101]2)[P:102]([c:103]2[cH:104][cH:105][cH:106][cH:107][cH:108]2)([c:109]2[cH:110][cH:111][cH:112][cH:113][cH:114]2)[c:115]2[cH:116][cH:117][cH:118][cH:119][cH:120]2)([c:121]2[cH:122][cH:123][cH:124][cH:125][cH:126]2)[c:127]2[cH:128][cH:129][cH:130][cH:131][cH:132]2)[cH:133][cH:134]1>>[c:2]1([C:21]#[C:20][CH2:19][CH2:18][CH2:17][c:22]2[cH:23][cH:24][cH:25][cH:26][cH:27]2)[n:3][c:4]([NH2:16])[c:5]2[n:6]([cH:7]1)[n:8][c:9](-[c:11]1[o:12][cH:13][cH:14][cH:15]1)[n:10]2. Reactants: C(C)OC(=O)C=1NC2=CC=C(C=C2C1)C1=CC=C(C=C1)OC(F)(F)F (5-(4-(trifluoromethoxy)-phenyl)indole-2-carboxylic acid ethyl ester), BrC1=CC=C(C=C1)OC (1-bromo-4-methoxybenzene). The product is COC1=CC=C(C=C1)N1C(=CC2=CC(=CC=C12)C1=CC=C(C=C1)OC(F)(F)F)C(=O)O (1-(4-Methoxyphenyl)-5-(4-(trifluoromethoxy)phenyl)indole-2-carboxylic acid). As a reaction SMILES: C([O:3][C:4]([C:6]1[NH:7][C:8]2[C:13]([CH:14]=1)=[CH:12][C:11]([C:15]1[CH:20]=[CH:19][C:18]([O:21][C:22]([F:25])([F:24])[F:23])=[CH:17][CH:16]=1)=[CH:10][CH:9]=2)=[O:5])C.Br[C:27]1[CH:32]=[CH:31][C:30]([O:33][CH3:34])=[CH:29][CH:28]=1>>[CH3:34][O:33][C:30]1[CH:31]=[CH:32][C:27]([N:7]2[C:8]3[C:13](=[CH:12][C:11]([C:15]4[CH:16]=[CH:17][C:18]([O:21][C:22]([F:23])([F:25])[F:24])=[CH:19][CH:20]=4)=[CH:10][CH:9]=3)[CH:14]=[C:6]2[C:4]([OH:3])=[O:5])=[CH:28][CH:29]=1. Procedure: The title compound was prepared from 5-(4-(trifluoromethoxy)-phenyl)indole-2-carboxylic acid ethyl ester (prepared in accordance with Example 1(a) from 5-bromoindole-2-carboxylic acid ethyl ester and 4-(trifluoromethoxy)phenylboronic acid) and 1-bromo-4-methoxybenzene in accordance with the procedure described in Example 9(b), followed by hydrolysis in accordance with the procedure described in Example 1(c).